From a dataset of the Open Reaction Database (ORD), a public repository of structured organic reaction records. describe an organic reaction: reactants, conditions, products, and yield Starting materials: C1CCOC1, CI, O=Cc1c[nH]c2c(F)cccc12, [H-], [Na+]. Yields the product Cn1cc(C=O)c2cccc(F)c21. RXN SMILES: [CH2:17]1[O:18][CH2:19][CH2:20][CH2:21]1.[CH3:15][I:16].[F:1][c:2]1[cH:3][cH:4][cH:5][c:6]2[c:7]([CH:11]=[O:12])[cH:8][nH:9][c:10]12.[H-:13].[Na+:14]>>[F:1][c:2]1[cH:3][cH:4][cH:5][c:6]2[c:7]([CH:11]=[O:12])[cH:8][n:9]([CH3:15])[c:10]12. Starting materials: [N+](=O)([O-])C=1C=C(C=CC1OC(C(F)(F)F)F)C (3-nitro-4-tetrafluoroethoxytoluene), [N+](=O)([O-])[O-].[K+] (potassium nitrate). The solvent is S(O)(O)(=O)=O (sulfuric acid), S(O)(O)(=O)=O (sulfuric acid). Reaction conditions: time 2 hour. The product is [N+](=O)([O-])C1=C(C=CC(=C1[N+](=O)[O-])OC(C(F)(F)F)F)C (2,3-dinitro-4-tetrafluoroethoxytoluene). Reaction SMILES: [N+:1]([C:4]1[CH:5]=[C:6]([CH3:17])[CH:7]=[CH:8][C:9]=1[O:10][CH:11]([F:16])[C:12]([F:15])([F:14])[F:13])([O-:3])=[O:2].[N+:18]([O-])([O-:20])=[O:19].[K+]>S(=O)(=O)(O)O>[N+:18]([C:5]1[C:4]([N+:1]([O-:3])=[O:2])=[C:9]([O:10][CH:11]([F:16])[C:12]([F:14])([F:15])[F:13])[CH:8]=[CH:7][C:6]=1[CH3:17])([O-:20])=[O:19] |f:1.2|. Procedure: 1.5 g (5.9 mmoles) 3-nitro-4-tetrafluoroethoxytoluene is placed in 7.5 ml concentrated sulfuric acid and 0.65 g (6.4 mmoles) potassium nitrate in 3 ml concentrated sulfuric acid is added dropwise at 0° C. After the addition is terminated it is agitated for 2 hours at ice bath temperature and then poured onto ice. The dinitro compound precipitates as an oil and is extracted with ether. The combined ether phases are washed with sodium bicarbonate solution and water and dried over sodium sulfate. W... Starting materials: C(CO)O (ethylene glycol), C12(C(=O)CC(CC1)C2(C)C)CS(=O)(=O)O ((±)-10-camphorsulfonic acid), [N+](=O)([O-])C=1C=CC(=NC1)OC1=CC=C(C=C1)C(C)=O (1-{4-[(5-nitro-2-pyridinyl)oxy]phenyl}-1-ethanone). Solvent: C1=CC=CC=C1 (benzene). Reaction conditions: time 3 hour. The product is CC1(OCCO1)C1=CC=C(OC2=NC=C(C=C2)[N+](=O)[O-])C=C1 (2-[4-(2-methyl-1,3-dioxolane-2-yl)phenoxy]-5-nitropyridine). Reaction SMILES: [N+:1]([C:4]1[CH:5]=[CH:6][C:7]([O:10][C:11]2[CH:16]=[CH:15][C:14]([C:17](=[O:19])[CH3:18])=[CH:13][CH:12]=2)=[N:8][CH:9]=1)([O-:3])=[O:2].[CH2:20](O)[CH2:21][OH:22].C12(CS(O)(=O)=O)C(C)(C)C(CC1)CC2=O>C1C=CC=CC=1>[CH3:18][C:17]1([C:14]2[CH:15]=[CH:16][C:11]([O:10][C:7]3[CH:6]=[CH:5][C:4]([N+:1]([O-:3])=[O:2])=[CH:9][N:8]=3)=[CH:12][CH:13]=2)[O:22][CH2:21][CH2:20][O:19]1. Procedure details: 380 mg of 1-{4-[(5-nitro-2-pyridinyl)oxy]phenyl}-1-ethanone was dissolved in 5 ml of benzene and, after adding 98 μl of ethylene glycol and 3 mg of (±)-10-camphorsulfonic acid, the mixture was heated at reflux. After 3 hours, the reaction solution was extracted with ethyl acetate. The organic layer was washed in turn with a saturated sodium hydrogencarbonate solution and a saturated sodium chloride solution, dried over magnesium sulfate and then concentrated under reduced pressure. The resulting... Reactants: C(#N)CCC1C(C(N(C(C1)(C)C)C)(C)C)N (4-(β-cyanoethyl)-amino-1,2,2,6,6-pentamethylpiperidine), [H][H] (hydrogen), 150, N (ammonia), [H][H] (hydrogen). Reagents/catalysts: [Co] (cobalt). The solvent is CO (methanol). Product: NCCCC1C(C(N(C(C1)(C)C)C)(C)C)N (4-(γ-aminopropyl)-amino-1,2,2,6,6-pentamethylpiperidine). RXN SMILES: [C:1]([CH2:3][CH2:4][CH:5]1[CH2:10][C:9]([CH3:12])([CH3:11])[N:8]([CH3:13])[C:7]([CH3:15])([CH3:14])[CH:6]1[NH2:16])#[N:2].[H][H].N>CO.[Co]>[NH2:2][CH2:1][CH2:3][CH2:4][CH:5]1[CH2:10][C:9]([CH3:12])([CH3:11])[N:8]([CH3:13])[C:7]([CH3:15])([CH3:14])[CH:6]1[NH2:16]. Reported procedure: 100 parts of 4-(β-cyanoethyl)-amino-1,2,2,6,6-pentamethylpiperidine were dissolved in 500 parts of methanol and hydrogenated at a hydrogen pressure of 80 to 100 bar and a temperature of 80° to 100° C. with the addition of 150 parts of liquid ammonia and 25 parts of Raney cobalt until uptake of hydrogen ceased. The catalyst was removed by filtration and the filtrate was fractionated under vacuum. 95 parts of 4-(γ-aminopropyl)-amino-1,2,2,6,6-pentamethylpiperidine, boiling point 110° to 112° C./0.... Starting materials: COc1ccc([N+](=O)[O-])cc1OCCCN1CCN(C)CC1, CC(C)O, [H][H]. Yields the product COc1ccc(N)cc1OCCCN1CCN(C)CC1. RXN SMILES: [CH3:1][O:2][c:3]1[c:4]([O:5][CH2:6][CH2:7][CH2:8][N:9]2[CH2:10][CH2:11][N:12]([CH3:15])[CH2:13][CH2:14]2)[cH:16][c:17]([N+:20]([O-:21])=[O:22])[cH:18][cH:19]1.[CH:25]([OH:26])([CH3:27])[CH3:28].[H:23][H:24]>>[CH3:1][O:2][c:3]1[c:4]([O:5][CH2:6][CH2:7][CH2:8][N:9]2[CH2:10][CH2:11][N:12]([CH3:15])[CH2:13][CH2:14]2)[cH:16][c:17]([NH2:20])[cH:18][cH:19]1. Reactants: CO, CS(C)=O, Cc1ccc(Cl)cc1[N+](=O)[O-]. Yields the product O=[N+]([O-])c1cc(Cl)ccc1CCO. As a reaction SMILES: [CH3:12][OH:13].[CH3:14][S:15]([CH3:16])=[O:17].[Cl:1][c:2]1[cH:3][c:4]([N+:9](=[O:10])[O-:11])[c:5]([CH3:8])[cH:6][cH:7]1>>[Cl:1][c:2]1[cH:3][c:4]([N+:9](=[O:10])[O-:11])[c:5]([CH2:8][CH2:12][OH:13])[cH:6][cH:7]1. Starting materials: CNC1CN(c2ccc(Br)cn2)CC1O, CC(=O)O[BH-](OC(C)=O)OC(C)=O, O=C([O-])O, COc1ccc(C=O)cc1OC, CC(=O)O, CC(Cl)Cl, [Na+], [Na+]. Product: COc1ccc(CN(C)C2CN(c3ccc(Br)cn3)CC2O)cc1OC. Reaction SMILES: [Br:1][c:2]1[cH:3][cH:4][c:5]([N:8]2[CH2:9][CH:10]([OH:15])[CH:11]([NH:13][CH3:14])[CH2:12]2)[n:6][cH:7]1.[C:28]([O:29][BH-:30]([O:31][C:32](=[O:33])[CH3:34])[O:35][C:36](=[O:37])[CH3:38])(=[O:39])[CH3:40].[C:50](=[O:51])([OH:52])[O-:53].[CH3:16][O:17][c:18]1[cH:19][cH:20][c:21]([CH:22]=[O:23])[cH:24][c:25]1[O:26][CH3:27].[CH3:42][C:43](=[O:44])[OH:45].[Cl:46][CH:47]([Cl:48])[CH3:49].[Na+:41].[Na+:54]>>[Br:1][c:2]1[cH:3][cH:4][c:5]([N:8]2[CH2:9][CH:10]([OH:15])[CH:11]([N:13]([CH3:14])[CH2:22][c:21]3[cH:20][cH:19][c:18]([O:17][CH3:16])[c:25]([O:26][CH3:27])[cH:24]3)[CH2:12]2)[n:6][cH:7]1. Starting materials: C(C)(=O)Cl (acetylchloride), FC1=C(C=C(C=C1)F)S(=O)(=O)N(COC)C1=C(C(=CC=C1)C1=NN(C=C1C1=CC=NC=C1)C1CCNCC1)F (2,5-difluoro-N-[2-fluoro-3-(1-piperidin-4-yl-4-pyridin-4-yl-1H-pyrazol-3-yl)-phenyl]-N-methoxymethyl-benzenesulfonamide). Solvent: C(Cl)Cl (DCM), C(Cl)Cl (DCM). Run at time 2 hour. Yields the product C(C)(=O)N1CCC(CC1)N1N=C(C(=C1)C1=CC=NC=C1)C=1C(=C(C=CC1)N(S(=O)(=O)C1=C(C=CC(=C1)F)F)COC)F (N-{3-[1-(1-Acetyl-piperidin-4-yl)-4-pyridin-4-yl-1H-pyrazol-3-yl]-2-fluoro-phenyl}-2,5-difluoro-N-methoxymethyl-benzene-sulfonamide). The yield is 55.8%. RXN SMILES: [F:1][C:2]1[CH:7]=[CH:6][C:5]([F:8])=[CH:4][C:3]=1[S:9]([N:12]([C:16]1[CH:21]=[CH:20][CH:19]=[C:18]([C:22]2[C:26]([C:27]3[CH:32]=[CH:31][N:30]=[CH:29][CH:28]=3)=[CH:25][N:24]([CH:33]3[CH2:38][CH2:37][NH:36][CH2:35][CH2:34]3)[N:23]=2)[C:17]=1[F:39])[CH2:13][O:14][CH3:15])(=[O:11])=[O:10].[C:40](Cl)(=[O:42])[CH3:41]>C(Cl)Cl>[C:40]([N:36]1[CH2:35][CH2:34][CH:33]([N:24]2[CH:25]=[C:26]([C:27]3[CH:32]=[CH:31][N:30]=[CH:29][CH:28]=3)[C:22]([C:18]3[C:17]([F:39])=[C:16]([N:12]([CH2:13][O:14][CH3:15])[S:9]([C:3]4[CH:4]=[C:5]([F:8])[CH:6]=[CH:7][C:2]=4[F:1])(=[O:11])=[O:10])[CH:21]=[CH:20][CH:19]=3)=[N:23]2)[CH2:38][CH2:37]1)(=[O:42])[CH3:41]. Reported procedure: To a solution of 2,5-difluoro-N-[2-fluoro-3-(1-piperidin-4-yl-4-pyridin-4-yl-1H-pyrazol-3-yl)-phenyl]-N-methoxymethyl-benzenesulfonamide (135 mg, 0.242 mmol) (prepared as described in Example 2) in DCM (2 mL) triethylamine (0.040 mL, 0.290 mmol, 1.2 eq) was added, followed by acetylchloride (0.019 mL, 0.266 mmol, 1.1 eq) and the solution was stirred at r.t. for 2 h. The reaction mixture was then diluted with DCM and washed with saturated aqueous NaHCO3 and brine, dried over Na2SO4 and evaporated... Reactants: O=C1N(CCCC1C1=CC=CC=C1)CC(=O)OCC (ethyl 2-(2-oxo-3-phenylpiperidin-1-yl)acetate), [OH-].[Na+] (sodium hydroxide), C(C)(=O)OCC (ethyl acetate). The solvent is CO (methanol). Conditions: time 30 minute. The product is O=C1N(CCCC1C1=CC=CC=C1)CC(=O)O (2-(2-oxo-3-phenylpiperidin-1-yl)acetic acid). As a reaction SMILES: [O:1]=[C:2]1[CH:7]([C:8]2[CH:13]=[CH:12][CH:11]=[CH:10][CH:9]=2)[CH2:6][CH2:5][CH2:4][N:3]1[CH2:14][C:15]([O:17]CC)=[O:16].[OH-].[Na+].C(OCC)(=O)C>CO>[O:1]=[C:2]1[CH:7]([C:8]2[CH:9]=[CH:10][CH:11]=[CH:12][CH:13]=2)[CH2:6][CH2:5][CH2:4][N:3]1[CH2:14][C:15]([OH:17])=[O:16] |f:1.2|. Reported procedure: To a solution of the product from Example 91C (2.7 g, 10.33 mmol) in methanol (10 mL) was added sodium hydroxide (2.0 M) (10.33 ml, 20.66 mmol). After stirring for 30 minutes, thin layer chromatography (100% ethyl acetate) showed complete consumption of the starting material. The reaction was diluted with ethyl acetate (50 mL), washed with 1 N HCl (50 mL) and brine (50 mL), dried over magnesium sulfate, and concentrated to supply the title compound. 1H NMR (300 MHz, CDCl3) δ ppm 7.41-7.15 (m, 5H...